Dataset: the Open Reaction Database (ORD), a public repository of structured organic reaction records. Task: describe an organic reaction: reactants, conditions, products, and yield The reactants are C(C)(C)(C)OC(=O)N1C(OC[C@@H]1CN1CCC(CC1)C(C1=CC=C(C=C1)Cl)=O)(C)C ((S)-4-[4-(4-chloro-benzoyl)-piperidin-1-ylmethyl]-2,2-dimethyl-oxazolidine-3-carboxylic acid tert-butyl ester), Cl (hydrogen chloride). Solvent: C(C)O (ethanol). Run at time 1 hour. The product is Cl.N[C@@H](CN1CCC(CC1)C(=O)C1=CC=C(C=C1)Cl)CO ([1-((S)-2-amino-3-hydroxy-propyl)-piperidin-4-yl]-(4-chloro-phenyl)-methanone hydrochloride). Reaction SMILES: C(OC([N:8]1[C@@H:12]([CH2:13][N:14]2[CH2:19][CH2:18][CH:17]([C:20](=[O:28])[C:21]3[CH:26]=[CH:25][C:24]([Cl:27])=[CH:23][CH:22]=3)[CH2:16][CH2:15]2)[CH2:11][O:10]C1(C)C)=O)(C)(C)C.Cl>C(O)C>[ClH:27].[NH2:8][C@H:12]([CH2:11][OH:10])[CH2:13][N:14]1[CH2:15][CH2:16][CH:17]([C:20]([C:21]2[CH:22]=[CH:23][C:24]([Cl:27])=[CH:25][CH:26]=2)=[O:28])[CH2:18][CH2:19]1 |f:3.4|. Reported procedure: (S)-4-[4-(4-chloro-benzoyl)-piperidin-1-ylmethyl]-2,2-dimethyl-oxazolidine-3-carboxylic acid tert-butyl ester (0.68 g, 1.55 mmol) is added to a solution of hydrogen chloride in ethanol (5 ml, 5.5M). The reaction mixture is stirred at ambient temperature for 1 hour, then evaporated to dryness to afford [1-((S)-2-amino-3-hydroxy-propyl)-piperidin-4-yl]-(4-chloro-phenyl)-methanone hydrochloride. [MH] 297.0.